Dataset: the Open Reaction Database (ORD), a public repository of structured organic reaction records. Task: describe an organic reaction: reactants, conditions, products, and yield Starting materials: FB(F)F, CC[SiH](CC)CC, CCOCC, CCCC1(O)CCC(C2CCC(COc3ccc(OCC)c(F)c3F)CC2)CO1, CC#N, ClCCl, O. The product is CCCC1CCC(C2CCC(COc3ccc(OCC)c(F)c3F)CC2)CO1. RXN SMILES: [B:45]([F:46])([F:47])[F:48].[CH2:33]([SiH:34]([CH2:35][CH3:36])[CH2:37][CH3:38])[CH3:39].[CH2:40]([O:41][CH2:42][CH3:43])[CH3:44].[CH2:4]([CH3:5])[O:6][c:7]1[c:8]([F:32])[c:9]([F:31])[c:10]([O:11][CH2:12][CH:13]2[CH2:14][CH2:15][CH:16]([CH:19]3[CH2:20][CH2:21][C:22]([OH:25])([CH2:26][CH2:27][CH3:28])[O:23][CH2:24]3)[CH2:17][CH2:18]2)[cH:29][cH:30]1.[CH3:50][C:51]#[N:52].[Cl:1][CH2:2][Cl:3].[OH2:49]>>[CH2:4]([CH3:5])[O:6][c:7]1[c:8]([F:32])[c:9]([F:31])[c:10]([O:11][CH2:12][CH:13]2[CH2:14][CH2:15][CH:16]([CH:19]3[CH2:20][CH2:21][CH:22]([CH2:26][CH2:27][CH3:28])[O:23][CH2:24]3)[CH2:17][CH2:18]2)[cH:29][cH:30]1. Reactants: N1=CC=CC=C1 (Pyridine), N1C=CC2=CC=CC=C12 (indole), ClC(C(=O)OCC)=O (Ethyl chlorooxoacetate). Solvent: C(C)OCC (diethyl ether). Reaction conditions: time 1 hour. The product is N1C=C(C2=CC=CC=C12)C(C(=O)OCC)=O (ethyl (1H-indol-3-yl)(oxo)acetate). Yield: 84.2%. As a reaction SMILES: N1C=CC=CC=1.[NH:7]1[C:15]2[C:10](=[CH:11][CH:12]=[CH:13][CH:14]=2)[CH:9]=[CH:8]1.Cl[C:17](=[O:23])[C:18]([O:20][CH2:21][CH3:22])=[O:19]>C(OCC)C>[NH:7]1[C:15]2[C:10](=[CH:11][CH:12]=[CH:13][CH:14]=2)[C:9]([C:17](=[O:23])[C:18]([O:20][CH2:21][CH3:22])=[O:19])=[CH:8]1. Procedure: Pyridine (40 mL, 492 mmol) was added in a single portion to a chilled solution (0° C.) of indole (48 g, 410 mmol) in diethyl ether (820 mL). Ethyl chlorooxoacetate (50 mL, 451 mmol) was added dropwise. The resulting suspension was allowed to warm to ambient temperature over a period of 20 hours. The solid was isolated by filtration and washed with diethyl ether. The solid was combined with water (1 L), stirred for 1 hour, and then isolated by filtration to provide 75 g of ethyl (1H-indol-3-yl)(o...